Dataset: the Open Reaction Database (ORD), a public repository of structured organic reaction records. Task: describe an organic reaction: reactants, conditions, products, and yield The product is CC=1C=CC2=C(C=C(O2)B(O)O)C1 (5-Methylbenzofuran-2-boronic acid). Run at temperature -10 celsius, time 30 minute. Solvent: CCOCC (ether). Procedure details: n-Butyl lithium (1.7M, 35.16 ml) was added dropwise to a stirred solution of TMEDA (9.58 ml) and 5-methylbenzofuran (8.22 g) in ether (250 ml) maintaining the temperature below -60° C. throughout. The solution was warmed to about -10° C. over 45 minutes and stirred at this temperature for 30 minutes. A precipitate formed on warming. The suspension was cooled and triisopropylborate (43 ml) was added, maintaining the temperature below -60° C. The solution was warmed gradually to room temperature b... As a reaction SMILES: C([Li])CCC.CN(CCN(C)C)C.[CH3:14][C:15]1[CH:16]=[CH:17][C:18]2[O:22][CH:21]=[CH:20][C:19]=2[CH:23]=1.C([O:27][B:28](OC(C)C)[O:29]C(C)C)(C)C>CCOCC>[CH3:14][C:15]1[CH:16]=[CH:17][C:18]2[O:22][C:21]([B:28]([OH:29])[OH:27])=[CH:20][C:19]=2[CH:23]=1. Starting materials: C(C)(C)OB(OC(C)C)OC(C)C (triisopropylborate), C(CCC)[Li] (n-Butyl lithium), CN(C)CCN(C)C (TMEDA), CC=1C=CC2=C(C=CO2)C1 (5-methylbenzofuran). The reactants are C(CCC)[Sn](C(=C)OCC)(CCCC)CCCC (Tributyl(1-ethoxyvinyl)tin), Cl (HCl), C(C)(=O)OCC (ethyl acetate), BrC1=CC=C2C(=CCC(C2=C1)(C)C)C1=CC=C(C=C1)C (7-bromo-1,1-dimethyl-4-p-tolyl-1,2-dihydro-naphthalene), BrC1=CC=C2C(=CCC(C2=C1)(C)C)C1=CC=C(C=C1)C (7-bromo-1,1-dimethyl-4-p-tolyl-1,2-dihydro-naphthalene). Reagents/catalysts: Cl[Pd]([P](C1=CC=CC=C1)(C2=CC=CC=C2)C3=CC=CC=C3)([P](C4=CC=CC=C4)(C5=CC=CC=C5)C6=CC=CC=C6)Cl (PdCl2(PPh3)2). The solvent is C1CCOC1 (THF). Reaction conditions: temperature 80 celsius, time 18 hour. Product: CC1(CC=C(C=2C=CC(=CC12)C(C)=O)C1=CC=C(C=C1)C)C (1-(8,8-Dimethyl-5-p-tolyl-7,8-dihydro-naphthalen-2-yl)-ethanone). The yield is 94.9%. As a reaction SMILES: Br[C:2]1[CH:11]=[C:10]2[C:5]([C:6]([C:14]3[CH:19]=[CH:18][C:17]([CH3:20])=[CH:16][CH:15]=3)=[CH:7][CH2:8][C:9]2([CH3:13])[CH3:12])=[CH:4][CH:3]=1.C([Sn](CCCC)(CCCC)[C:26]([O:28]CC)=[CH2:27])CCC.Cl.C(OCC)(=O)C>C1COCC1.Cl[Pd](Cl)([P](C1C=CC=CC=1)(C1C=CC=CC=1)C1C=CC=CC=1)[P](C1C=CC=CC=1)(C1C=CC=CC=1)C1C=CC=CC=1>[CH3:12][C:9]1([CH3:13])[C:10]2[CH:11]=[C:2]([C:26](=[O:28])[CH3:27])[CH:3]=[CH:4][C:5]=2[C:6]([C:14]2[CH:19]=[CH:18][C:17]([CH3:20])=[CH:16][CH:15]=2)=[CH:7][CH2:8]1 |^1:53,72|. Procedure details: A solution of 7-bromo-1,1-dimethyl-4-p-tolyl-1,2-dihydro-naphthalene (Compound 4, 295 mg, 0.90 mmol) in 5 ml of THF was first degassed by bubbling with argon for 30 min. Tributyl(1-ethoxyvinyl)tin (650 mg, 1.80 mmol) and PdCl2(PPh3)2 (63 mg, 0.09 mmol) were added. After stirring at 80° C. for 18 h, the mixture was cooled to room temperature and 3 mL of 10% HCl was added. The mixture was then stirred for another 30 min before extraction with ethyl acetate (3×10 mL). The combined organic layer was... The product is COc1ccc(C(C(N)=O)(C(C)C)N2C(=O)C(NC(=O)c3cc4ccccc4[nH]3)C(=O)N(c3cccnc3)c3ccccc32)cc1. Starting materials: Brc1cccnc1, CC(=O)O, COc1ccc(C(C(N)=O)(C(C)C)N2C(=O)C(NC(=O)c3cc4ccccc4[nH]3)C(=O)Nc3ccccc32)cc1, [Cu], [K], CN(C)C=O. As a reaction SMILES: [Br:41][c:42]1[cH:43][n:44][cH:45][cH:46][cH:47]1.[C:49]([OH:50])(=[O:51])[CH3:52].[CH:1]([CH3:2])([CH3:3])[C:4]([N:5]1[c:6]2[c:7]([cH:26][cH:27][cH:28][cH:29]2)[NH:8][C:9](=[O:25])[CH:10]([NH:13][C:14](=[O:15])[c:16]2[nH:17][c:18]3[cH:19][cH:20][cH:21][cH:22][c:23]3[cH:24]2)[C:11]1=[O:12])([C:30]([NH2:31])=[O:32])[c:33]1[cH:34][cH:35][c:36]([O:39][CH3:40])[cH:37][cH:38]1.[Cu:53].[K:48].[O:54]=[CH:55][N:56]([CH3:57])[CH3:58]>>[CH:1]([CH3:2])([CH3:3])[C:4]([N:5]1[c:6]2[c:7]([cH:26][cH:27][cH:28][cH:29]2)[N:8]([c:42]2[cH:43][n:44][cH:45][cH:46][cH:47]2)[C:9](=[O:25])[CH:10]([NH:13][C:14](=[O:15])[c:16]2[nH:17][c:18]3[cH:19][cH:20][cH:21][cH:22][c:23]3[cH:24]2)[C:11]1=[O:12])([C:30]([NH2:31])=[O:32])[c:33]1[cH:34][cH:35][c:36]([O:39][CH3:40])[cH:37][cH:38]1.